Dataset: the Open Reaction Database (ORD), a public repository of structured organic reaction records. Task: describe an organic reaction: reactants, conditions, products, and yield The reactants are O[C@@H]1C[C@H](N(C1)C(CC(C1=CC=CC=C1)(C1=CC=CC=C1)C1=CC=CC=C1)=O)C(=O)N1[C@H](CCC1)C(=O)NC[C@H]1CN(CCC1)C ((2R)-1-{(2S,4R)-4-hydroxy-1-(3,3,3-triphenylpropanoyl)pyrrolidin-2-yl}carbonyl-N-{((3S)-1-methyl-3-piperidyl)methyl}pyrrolidine-2-carboxamide), CBr.C(C)#N (methyl bromide acetonitrile). Reaction conditions: time 12 hour. Product: [Br-].O[C@@H]1C[C@H](N(C1)C(CC(C1=CC=CC=C1)(C1=CC=CC=C1)C1=CC=CC=C1)=O)C(=O)N1[C@H](CCC1)C(=O)NC[C@H]1C[N+](CCC1)(C)C ((3S)-3-({({(2R)-1-({(2S,4R)-4-hydroxy-1-(3,3,3-triphenylpropanoyl)-2-pyrrolidinyl}carbonyl)-2-pyrrolidinyl}carbonyl)amino}methyl)-1,1-dimethylpiperidinium bromide). As a reaction SMILES: [OH:1][C@H:2]1[CH2:6][N:5]([C:7](=[O:28])[CH2:8][C:9]([C:22]2[CH:27]=[CH:26][CH:25]=[CH:24][CH:23]=2)([C:16]2[CH:21]=[CH:20][CH:19]=[CH:18][CH:17]=2)[C:10]2[CH:15]=[CH:14][CH:13]=[CH:12][CH:11]=2)[C@H:4]([C:29]([N:31]2[CH2:35][CH2:34][CH2:33][C@@H:32]2[C:36]([NH:38][CH2:39][C@@H:40]2[CH2:45][CH2:44][CH2:43][N:42]([CH3:46])[CH2:41]2)=[O:37])=[O:30])[CH2:3]1.C[Br:48].[C:49](#N)C>>[Br-:48].[OH:1][C@H:2]1[CH2:6][N:5]([C:7](=[O:28])[CH2:8][C:9]([C:22]2[CH:27]=[CH:26][CH:25]=[CH:24][CH:23]=2)([C:10]2[CH:15]=[CH:14][CH:13]=[CH:12][CH:11]=2)[C:16]2[CH:21]=[CH:20][CH:19]=[CH:18][CH:17]=2)[C@H:4]([C:29]([N:31]2[CH2:35][CH2:34][CH2:33][C@@H:32]2[C:36]([NH:38][CH2:39][C@@H:40]2[CH2:45][CH2:44][CH2:43][N+:42]([CH3:49])([CH3:46])[CH2:41]2)=[O:37])=[O:30])[CH2:3]1 |f:1.2,3.4|. Procedure details: To 15 mg of (2R)-1-{(2S,4R)-4-hydroxy-1-(3,3,3-triphenylpropanoyl)pyrrolidin-2-yl}carbonyl-N-{((3S)-1-methyl-3-piperidyl)methyl}pyrrolidine-2-carboxamide, 0.5 ml of 10% methyl bromide-acetonitrile was added at room temperature, followed by 12 hours' stirring. The solvent in the reaction liquid was distilled off under reduced pressure, and the resulting residue was purified by preparative thin-layer chromatography (aluminium oxide 60F254, Art. 5713 (Merck), choroform/methanol=18/1) to provide 15 ... Reactants: [H-], NC(=O)CI, [Na+], CN(C)C=O, COc1cccc(O)c1C=O. Product: COc1cccc(OCC(N)=O)c1C=O. Reaction SMILES: [H-:13].[I:14][CH2:15][C:16](=[O:17])[NH2:18].[Na+:12].[O:19]=[CH:20][N:21]([CH3:22])[CH3:23].[OH:1][c:2]1[c:3]([CH:4]=[O:5])[c:6]([O:10][CH3:11])[cH:7][cH:8][cH:9]1>>[O:1]([c:2]1[c:3]([CH:4]=[O:5])[c:6]([O:10][CH3:11])[cH:7][cH:8][cH:9]1)[CH2:15][C:16](=[O:17])[NH2:18]. The reactants are C1(=CC=CC=C1)NN=C(N1CCN(CC1)C)C1=C(C=CC=C1)F (1-[(phenylhydrazono)(2-fluorophenyl)methyl]-4-methylpiperazine), CC(C)([O-])C.[K+] (potassium t-butoxide), O (water). Solvent: solution, O1CCCC1 (tetrahydrofuran), O1CCCC1 (tetrahydrofuran). Reaction conditions: time 1 hour. The product is C1(=CC=CC=C1)N1N=C(C2=CC=CC=C12)N1CCN(CC1)C (1-phenyl-3-(4-methyl-1-piperazinyl)-1H indazole). Isolated yield 60.3%. As a reaction SMILES: [C:1]1([NH:7][N:8]=[C:9]([C:17]2[CH:22]=[CH:21][CH:20]=[CH:19][C:18]=2F)[N:10]2[CH2:15][CH2:14][N:13]([CH3:16])[CH2:12][CH2:11]2)[CH:6]=[CH:5][CH:4]=[CH:3][CH:2]=1.CC(C)([O-])C.[K+].O>O1CCCC1>[C:1]1([N:7]2[C:22]3[C:17](=[CH:18][CH:19]=[CH:20][CH:21]=3)[C:9]([N:10]3[CH2:15][CH2:14][N:13]([CH3:16])[CH2:12][CH2:11]3)=[N:8]2)[CH:6]=[CH:5][CH:4]=[CH:3][CH:2]=1 |f:1.2|. Procedure: To a stirred solution, under nitrogen of 12.4 g of 1-[(phenylhydrazono)(2-fluorophenyl)methyl]-4-methylpiperazine in 100 ml of a solution of tetrahydrofuran was added dropwise, 5.3 g of potassium t-butoxide in 50 ml of tetrahydrofuran. Following the addition, the reaction mixture was stirred at ambient temperature for 1 hour, poured into water, and extracted with dichloromethane. The extract was washed with water, dried over anhydrous magnesium sulfate and concentrated to an oil. The oil was pur... The product is COC(=O)c1cc(Br)cc(-c2ccccn2)c1. Starting materials: COC(=O)c1cc(Br)cc(I)c1, C1CCOC1, [Cl-], O, c1ccc(P(c2ccccc2)(c2ccccc2)[Pd](P(c2ccccc2)(c2ccccc2)c2ccccc2)(P(c2ccccc2)(c2ccccc2)c2ccccc2)P(c2ccccc2)(c2ccccc2)c2ccccc2)cc1, [Zn+]c1ccccn1. As a reaction SMILES: [Br:1][c:2]1[cH:3][c:4]([C:5](=[O:6])[O:7][CH3:8])[cH:9][c:10]([I:12])[cH:11]1.[CH2:22]1[O:23][CH2:24][CH2:25][CH2:26]1.[Cl-:13].[OH2:21].[cH:27]1[cH:28][cH:29][c:30]([P:31]([Pd:32]([P:33]([c:34]2[cH:35][cH:36][cH:37][cH:38][cH:39]2)([c:40]2[cH:41][cH:42][cH:43][cH:44][cH:45]2)[c:46]2[cH:47][cH:48][cH:49][cH:50][cH:51]2)([P:52]([c:53]2[cH:54][cH:55][cH:56][cH:57][cH:58]2)([c:59]2[cH:60][cH:61][cH:62][cH:63][cH:64]2)[c:65]2[cH:66][cH:67][cH:68][cH:69][cH:70]2)[P:71]([c:72]2[cH:73][cH:74][cH:75][cH:76][cH:77]2)([c:78]2[cH:79][cH:80][cH:81][cH:82][cH:83]2)[c:84]2[cH:85][cH:86][cH:87][cH:88][cH:89]2)([c:90]2[cH:91][cH:92][cH:93][cH:94][cH:95]2)[c:96]2[cH:97][cH:98][cH:99][cH:100][cH:101]2)[cH:102][cH:103]1.[n:14]1[c:15]([Zn+:20])[cH:16][cH:17][cH:18][cH:19]1>>[Br:1][c:2]1[cH:3][c:4]([C:5](=[O:6])[O:7][CH3:8])[cH:9][c:10](-[c:15]2[n:14][cH:19][cH:18][cH:17][cH:16]2)[cH:11]1. The reactants are CC#N, COC(=O)c1ccc(C(=O)Cl)cc1, [K+], N#C[S-]. Product: COC(=O)c1ccc(C(=O)N=C=S)cc1. As a reaction SMILES: [CH3:18][C:19]#[N:20].[Cl:5][C:6](=[O:7])[c:8]1[cH:9][cH:10][c:11]([C:12](=[O:13])[O:14][CH3:15])[cH:16][cH:17]1.[K+:1].[S-:2][C:3]#[N:4]>>[S:2]=[C:3]=[N:4][C:6](=[O:7])[c:8]1[cH:9][cH:10][c:11]([C:12](=[O:13])[O:14][CH3:15])[cH:16][cH:17]1. Starting materials: CN(CCN1CCC2=CC=C(C=C12)N)C (1-(2-dimethylaminoethyl)-2,3-dihydro-1H-indol-6-ylamine), ClC1=CC2=C(SC(=C2C)S(=O)(=O)Cl)C=C1 (5-chloro-3-methylbenzo[b]thiophene-2-sulfonyl chloride). Yields the product CN(CCN1CCC2=CC=C(C=C12)NS(=O)(=O)C1=C(C2=C(S1)C=CC(=C2)Cl)C)C (5-Chloro-3-methylbenzo[b]thiophene-2-sulfonic acid[1-(2-dimethylaminoethyl)-2,3-dihydro-1H-indol-6-yl]amide). Reaction SMILES: [CH3:1][N:2]([CH3:15])[CH2:3][CH2:4][N:5]1[C:13]2[C:8](=[CH:9][CH:10]=[C:11]([NH2:14])[CH:12]=2)[CH2:7][CH2:6]1.[Cl:16][C:17]1[CH:30]=[CH:29][C:20]2[S:21][C:22]([S:25](Cl)(=[O:27])=[O:26])=[C:23]([CH3:24])[C:19]=2[CH:18]=1>>[CH3:1][N:2]([CH3:15])[CH2:3][CH2:4][N:5]1[C:13]2[C:8](=[CH:9][CH:10]=[C:11]([NH:14][S:25]([C:22]3[S:21][C:20]4[CH:29]=[CH:30][C:17]([Cl:16])=[CH:18][C:19]=4[C:23]=3[CH3:24])(=[O:27])=[O:26])[CH:12]=2)[CH2:7][CH2:6]1. Procedure details: The title compound (E122) was prepared from 1-(2-dimethylaminoethyl)-2,3-dihydro-1H-indol-6-ylamine (WO95/32967 Description 4) (100 mg, 0.49 mmol) and 5-chloro-3-methylbenzo[b]thiophene-2-sulfonyl chloride (137 mg, 0.49 mmol) using the method of Example 1 (40 g, 18%) MH+=450/452. Reactants: ClCCN1C(N2N([C@@H](C=C[C@@H]2C(=O)OCC)C2=CC=CC=C2)C1=O)=O (ethyl cis-2-(2-chloroethyl)-2,3,5,8-tetrahydro-1,3-dioxo-8-phenyl-1H-1,2,4-triazolo[1,2-a]pyridazine-5-carboxylate). The solvent is C(C)O (ethanol), [Pd] (palladium-on-charcoal). Product: ClCCN1C(N2N(C(CCC2C(=O)OCC)C2=CC=CC=C2)C1=O)=O (ethyl 2,3,5,6,7,8-hexahydro-2-(2-chloroethyl)-1,3-dioxo-8-phenyl-1H-1,2,4-triazolo[1,2-a]pyridazine-5-carboxylate). Yield: 65.8%. RXN SMILES: [Cl:1][CH2:2][CH2:3][N:4]1[C:23](=[O:24])[N:7]2[C@H:8]([C:17]3[CH:22]=[CH:21][CH:20]=[CH:19][CH:18]=3)[CH:9]=[CH:10][C@H:11]([C:12]([O:14][CH2:15][CH3:16])=[O:13])[N:6]2[C:5]1=[O:25]>C(O)C.[Pd]>[Cl:1][CH2:2][CH2:3][N:4]1[C:23](=[O:24])[N:7]2[CH:8]([C:17]3[CH:18]=[CH:19][CH:20]=[CH:21][CH:22]=3)[CH2:9][CH2:10][CH:11]([C:12]([O:14][CH2:15][CH3:16])=[O:13])[N:6]2[C:5]1=[O:25]. Reported procedure: 4.73 g (0.013 mol) of ethyl cis-2-(2-chloroethyl)-2,3,5,8-tetrahydro-1,3-dioxo-8-phenyl-1H-1,2,4-triazolo[1,2-a]pyridazine-5-carboxylate were dissolved in 300 ml of ethanol and hydrogenated in the presence of 10% palladium-on-charcoal at room temperature. The catalyst was filtered off and the filtrate was evaporated to give 3.13 g (66%) of ethyl 2,3,5,6,7,8-hexahydro-2-(2-chloroethyl)-1,3-dioxo-8-phenyl-1H-1,2,4-triazolo[1,2-a]pyridazine-5-carboxylate of melting point 87°-89° C. (from ethanol). The reactants are CCOC(=O)C(CCC1CCOCC1)NC1COc2ccccc2N(CC(=O)O)C1=O, CC(=O)O, Cl, [Na+], [OH-]. Yields the product O=C(O)CN1C(=O)C(NC(CCC2CCOCC2)C(=O)O)COc2ccccc21. As a reaction SMILES: [CH2:2]([CH3:3])[O:4][C:5](=[O:6])[CH:7]([CH2:8][CH2:9][CH:10]1[CH2:11][CH2:12][O:13][CH2:14][CH2:15]1)[NH:16][CH:17]1[CH2:18][O:19][c:20]2[c:21]([cH:29][cH:30][cH:31][cH:32]2)[N:22]([CH2:25][C:26](=[O:27])[OH:28])[C:23]1=[O:24].[CH3:33][C:34](=[O:35])[OH:36].[ClH:1].[Na+:38].[OH-:37]>>[O:4]=[C:5]([OH:6])[CH:7]([CH2:8][CH2:9][CH:10]1[CH2:11][CH2:12][O:13][CH2:14][CH2:15]1)[NH:16][CH:17]1[CH2:18][O:19][c:20]2[c:21]([cH:29][cH:30][cH:31][cH:32]2)[N:22]([CH2:25][C:26](=[O:27])[OH:28])[C:23]1=[O:24].